From a dataset of the Open Reaction Database (ORD), a public repository of structured organic reaction records. describe an organic reaction: reactants, conditions, products, and yield The reactants are BrC1=CC(=NC(=C1)N)N (4-bromo-pyridine-2,6-diamine), C1(=C(C(=CC(=C1)C)C)S(=O)(=O)ON)C (O-mesitylene-sulfonylhydroxylamine), COC=1C=C(SC1)C=O (4-methoxy-thiophene-2-carbaldehyde). Product: BrC1=CC=2N(C(=C1)N)N=C(N2)C=2SC=C(C2)OC (7-Bromo-2-(4-methoxy-thiophen-2-yl)-[1,2,4]triazolo[1,5-a]pyridin-5-ylamine). As a reaction SMILES: [Br:1][C:2]1[CH:7]=[C:6]([NH2:8])[N:5]=[C:4]([NH2:9])[CH:3]=1.C1(C)C=C(C)C=C(C)C=1S(O[NH2:22])(=O)=O.[CH3:24][O:25][C:26]1[CH:27]=[C:28]([CH:31]=O)[S:29][CH:30]=1>>[Br:1][C:2]1[CH:7]=[C:6]([NH2:8])[N:5]2[N:22]=[C:31]([C:28]3[S:29][CH:30]=[C:26]([O:25][CH3:24])[CH:27]=3)[N:9]=[C:4]2[CH:3]=1. Procedure details: The title compound, MS m/e (%): 325 (M+, 100), was prepared in accordance with the general method of example 63 from 4-bromo-pyridine-2,6-diamine, O-mesitylene-sulfonylhydroxylamine, and 4-methoxy-thiophene-2-carbaldehyde. The purification was performed with reversed phase HPLC eluting with an acetonitrile/water gradient. The reactants are N#Cc1ccc(Cl)nc1, [K+], [K+], O=C([O-])[O-], CN(C)C=O, O, O=Cc1ccc(O)cc1. Yields the product N#Cc1ccc(Oc2ccc(C=O)cc2)nc1. Reaction SMILES: [Cl:7][c:8]1[n:9][cH:10][c:11]([C:12]#[N:13])[cH:14][cH:15]1.[K+:1].[K+:2].[O-:3][C:4]([O-:5])=[O:6].[O:25]=[CH:26][N:27]([CH3:28])[CH3:29].[OH2:30].[OH:16][c:17]1[cH:18][cH:19][c:20]([CH:21]=[O:22])[cH:23][cH:24]1>>[c:8]1([O:16][c:17]2[cH:18][cH:19][c:20]([CH:21]=[O:22])[cH:23][cH:24]2)[n:9][cH:10][c:11]([C:12]#[N:13])[cH:14][cH:15]1.